This data is from the Open Reaction Database (ORD), a public repository of structured organic reaction records. The task is: describe an organic reaction: reactants, conditions, products, and yield Reactants: C(N)(=O)C1=C(SC=C1)NC(=O)C1=NNC=C1 (1H-Pyrazole-3-carboxylic acid (3-carbamoyl-thiophen-2-yl)-amide), CC(=O)O (AcOH), C1CC(=O)N(C1=O)Br (NBS). Run in C(Cl)Cl (DCM). Reaction conditions: time 8 hour. The product is BrC1=CC(=C(S1)NC(=O)C1=NNC=C1)C(N)=O (1H-Pyrazole-3-carboxylic acid (5-bromo-3-carbamoyl-thiophen-2-yl)-amide). Reaction SMILES: [C:1]([C:4]1[CH:8]=[CH:7][S:6][C:5]=1[NH:9][C:10]([C:12]1[CH:16]=[CH:15][NH:14][N:13]=1)=[O:11])(=[O:3])[NH2:2].CC(O)=O.C1C(=O)N([Br:28])C(=O)C1>C(Cl)Cl>[Br:28][C:7]1[S:6][C:5]([NH:9][C:10]([C:12]2[CH:16]=[CH:15][NH:14][N:13]=2)=[O:11])=[C:4]([C:1](=[O:3])[NH2:2])[CH:8]=1. Procedure details: 1H-Pyrazole-3-carboxylic acid (3-carbamoyl-thiophen-2-yl)-amide (355 mg, 1.5 mmol) is mixed with AcOH (5 mL). NBS (280 mg, 1.58 mmol) is then added and the mixture is stirred at room temperature overnight. Evaporation gives a residue that is subsequently dissolved in DCM, the resulting organic phase is washed with aqueous NaHCO3, dried over MgSO4, filtered and evaporated to give a residue that is used as such. Reactants: [Li+], C1CCOC1, [OH-], Cc1ccc(S(=O)(=O)n2cc(-c3nc(NC(C)C4CCN(C(=O)CO)CC4)ncc3C#N)c3cc(C(F)(F)F)cnc32)cc1. Yields the product CC(Nc1ncc(C#N)c(-c2c[nH]c3ncc(C(F)(F)F)cc23)n1)C1CCN(C(=O)CO)CC1. RXN SMILES: [Li+:1].[O:47]1[CH2:48][CH2:49][CH2:50][CH2:51]1.[OH-:2].[OH:3][CH2:4][C:5](=[O:6])[N:7]1[CH2:8][CH2:9][CH:10]([CH:13]([CH3:14])[NH:15][c:16]2[n:17][cH:18][c:19]([C:45]#[N:46])[c:20](-[c:22]3[cH:23][n:24]([S:35]([c:36]4[cH:37][cH:38][c:39]([CH3:40])[cH:41][cH:42]4)(=[O:43])=[O:44])[c:25]4[n:26][cH:27][c:28]([C:31]([F:32])([F:33])[F:34])[cH:29][c:30]34)[n:21]2)[CH2:11][CH2:12]1>>[OH:3][CH2:4][C:5](=[O:6])[N:7]1[CH2:8][CH2:9][CH:10]([CH:13]([CH3:14])[NH:15][c:16]2[n:17][cH:18][c:19]([C:45]#[N:46])[c:20](-[c:22]3[cH:23][nH:24][c:25]4[n:26][cH:27][c:28]([C:31]([F:32])([F:33])[F:34])[cH:29][c:30]34)[n:21]2)[CH2:11][CH2:12]1.